Task: describe an organic reaction: reactants, conditions, products, and yield. Dataset: the Open Reaction Database (ORD), a public repository of structured organic reaction records Starting materials: ClC=1C=C2C(=CC(OC2=CC1)=O)O (6-chloro-4-hydroxycoumarin), CN(CCCO)C (3-dimethylamino-propan-1-ol). Solvent: O1CCOCC1 (dioxane). Yields the product Cl.ClC=1C=CC2=C(C(=CC(O2)=O)OCCCN(C)C)C1 (6-Chloro-4-(3-dimethylamino-propoxy)-1-benzopyran-2-one Hydrochloric acid salt). The yield is 73.0%. Reaction SMILES: [Cl:1][C:2]1[CH:3]=[C:4]2[C:9](=[CH:10][CH:11]=1)[O:8][C:7](=[O:12])[CH:6]=[C:5]2[OH:13].[CH3:14][N:15]([CH3:20])[CH2:16][CH2:17][CH2:18]O>O1CCOCC1>[ClH:1].[Cl:1][C:2]1[CH:11]=[CH:10][C:9]2[O:8][C:7](=[O:12])[CH:6]=[C:5]([O:13][CH2:18][CH2:17][CH2:16][N:15]([CH3:20])[CH3:14])[C:4]=2[CH:3]=1 |f:3.4|. Procedure: Is prepared via method B from 6-chloro-4-hydroxycoumarin and 3-dimethylamino-propan-1-ol using 4M HCl in dioxane to form the title compound as the hydrochloric acid salt (332 mg, 73%). 1H NMR (DMSO-d6, 300 MHz) δ 10.23 (1H, s), 7.88 (1H, d, J=2.75 Hz), 7.73 (1H, dd, J=2.75, 9 Hz), 7.48 (1H, d, J=9Hz), 6.0 (1H, s), 4.31 (2H, t, J=5.75 Hz), 3.28 (2H, m), 2.80 (3H, s), 2.80 (3H, s), 2.24 (2H, m); MS (ESI, Pos.) calcd for C14H16ClNO3 m/z [M+H]=282.1, found 282.1. The reactants are CC(=O)N1CCC(C(=O)N(CCCCl)c2cccc(Cl)c2)CC1, O=C([O-])[O-], CC#N, Cc1nnc(SC2CCNCC2)s1, [Cl-], O=C(O)C(F)(F)F, [I-], [K+], [K+], [K+], [Na+]. Yields the product CC(=O)N1CCC(C(=O)N(CCCN2CCC(Sc3nnc(C)s3)CC2)c2cccc(Cl)c2)CC1, O=C(O)C(F)(F)F. RXN SMILES: [C:21]([CH3:22])(=[O:23])[N:24]1[CH2:25][CH2:26][CH:27]([C:30](=[O:31])[N:32]([CH2:33][CH2:34][CH2:35][Cl:36])[c:37]2[cH:38][c:39]([Cl:43])[cH:40][cH:41][cH:42]2)[CH2:28][CH2:29]1.[C:44](=[O:45])([O-:46])[O-:47].[CH3:54][C:55]#[N:56].[CH3:8][c:9]1[n:10][n:11][c:12]([S:14][CH:15]2[CH2:16][CH2:17][NH:18][CH2:19][CH2:20]2)[s:13]1.[Cl-:53].[F:1][C:2]([C:3](=[O:4])[OH:5])([F:6])[F:7].[I-:51].[K+:48].[K+:49].[K+:50].[Na+:52]>>[CH3:8][c:9]1[n:10][n:11][c:12]([S:14][CH:15]2[CH2:16][CH2:17][N:18]([CH2:35][CH2:34][CH2:33][N:32]([C:30]([CH:27]3[CH2:26][CH2:25][N:24]([C:21]([CH3:22])=[O:23])[CH2:29][CH2:28]3)=[O:31])[c:37]3[cH:38][c:39]([Cl:43])[cH:40][cH:41][cH:42]3)[CH2:19][CH2:20]2)[s:13]1.[F:1][C:2]([C:3](=[O:4])[OH:5])([F:6])[F:7].